Dataset: the Open Reaction Database (ORD), a public repository of structured organic reaction records. Task: describe an organic reaction: reactants, conditions, products, and yield Starting materials: BrC1=C(CN2C3=NC(=NC(=C3N=C2)Cl)N)C=C(C(=C1OC)OC)OC (9-(2-bromo-3,4,5-trimethoxy-benzyl)-6-chloro-9H-purin-2-ylamine), CO[Na] (MeONa). The solvent is CO (MeOH). Yields the product BrC1=C(CN2C3=NC(=NC(=C3N=C2)OC)N)C=C(C(=C1OC)OC)OC (9-(2-bromo-3,4,5-trimethoxy-benzyl)-6-methoxy-9H-purin-2-ylamine). Reaction SMILES: [Br:1][C:2]1[C:19]([O:20][CH3:21])=[C:18]([O:22][CH3:23])[C:17]([O:24][CH3:25])=[CH:16][C:3]=1[CH2:4][N:5]1[CH:13]=[N:12][C:11]2[C:6]1=[N:7][C:8]([NH2:15])=[N:9][C:10]=2Cl.[CH3:26][O:27][Na]>CO>[Br:1][C:2]1[C:19]([O:20][CH3:21])=[C:18]([O:22][CH3:23])[C:17]([O:24][CH3:25])=[CH:16][C:3]=1[CH2:4][N:5]1[CH:13]=[N:12][C:11]2[C:6]1=[N:7][C:8]([NH2:15])=[N:9][C:10]=2[O:27][CH3:26]. Reported procedure: A solution of 9-(2-bromo-3,4,5-trimethoxy-benzyl)-6-chloro-9H-purin-2-ylamine (see example 51) in MeOH was treated with MeONa at reflux for 1 h. Work-up and purification by preparative TLC (EtOAc:hexane 1:1) gave the title compound. HPLC Rt: 5.229 min. 1H-NMR (CDCl3): δ 7.69 (s, 1H), 6.58 (s, 1H), 5.33 (s, 2H), 4.88 (s, 2H), 4.11 (s, 3H), 3.93 (s, 3H), 3.89 (s, 3H), 3.74 (s, 3H). The reactants are CC1=CC=C(C=C1)SCCCCOC=1C=CC2=C(C(OC(N2)=O)(CCCCCC)CCCCCC)C1 (6-[4-(4-methylphenylmercapto)-butoxy]-4,4-di-n-hexyl-4H-3,1-benzoxazin-2-one), OO (hydrogen peroxide). The product is CC1=CC=C(C=C1)S(=O)CCCCOC=1C=CC2=C(C(OC(N2)=O)(CCCCCC)CCCCCC)C1 (6-[4-(4-Methyl-phenylsulfinyl)-butoxy]-4,4-di-n-hexyl-4H-3,1-benzoxazin-2-one). Reaction SMILES: [CH3:1][C:2]1[CH:7]=[CH:6][C:5]([S:8][CH2:9][CH2:10][CH2:11][CH2:12][O:13][C:14]2[CH:15]=[CH:16][C:17]3[NH:22][C:21](=[O:23])[O:20][C:19]([CH2:30][CH2:31][CH2:32][CH2:33][CH2:34][CH3:35])([CH2:24][CH2:25][CH2:26][CH2:27][CH2:28][CH3:29])[C:18]=3[CH:36]=2)=[CH:4][CH:3]=1.[OH:37]O>>[CH3:1][C:2]1[CH:3]=[CH:4][C:5]([S:8]([CH2:9][CH2:10][CH2:11][CH2:12][O:13][C:14]2[CH:15]=[CH:16][C:17]3[NH:22][C:21](=[O:23])[O:20][C:19]([CH2:24][CH2:25][CH2:26][CH2:27][CH2:28][CH3:29])([CH2:30][CH2:31][CH2:32][CH2:33][CH2:34][CH3:35])[C:18]=3[CH:36]=2)=[O:37])=[CH:6][CH:7]=1. Procedure details: Prepared analogously to Example 2 from 6-[4-(4-methylphenylmercapto)-butoxy]-4,4-di-n-hexyl-4H-3,1-benzoxazin-2-one and hydrogen peroxide. Starting materials: N1=CC=CC=C1 (pyridine), CS(=O)(=O)Cl (methanesulphonyl chloride), C(\C=C\C(=O)O)(=O)O.NC(C#N)C (aminopropionitrile fumarate salt). Solvent: [OH-].[Na+] (NaOH). Reaction conditions: time 18 hour. Yields the product C(#N)CCNS(=O)(=O)C (N-(2-cyanoethyl)methanesulfonamide). Isolated yield 30.2%. Reaction SMILES: C(O)(=O)/C=C/C(O)=O.N[CH:10]([CH3:13])[C:11]#[N:12].[N:14]1C=CC=CC=1.[CH3:20][S:21](Cl)(=[O:23])=[O:22]>[OH-].[Na+]>[C:13]([CH2:10][CH2:11][NH:12][S:21]([CH3:20])(=[O:23])=[O:22])#[N:14] |f:0.1,4.5|. Procedure: A solution of aminopropionitrile fumarate salt (6.0 g, 47 mmol) in 2M NaOH solution (40 ml) was stirred at room temperature for 15 minutes. The reaction mixture extracted with DCM (50 ml). The organic extract was dried over anhydrous Na2SO4 and filtered. The filtrate was treated pyridine (11 ml, 136 mmol) and methanesulphonyl chloride (3.9 ml, 50 mmol) and stirred under at nitrogen atmosphere for 18 hours. The solvent was removed under reduced pressure. The oil was dissolved in DCM and washed wi... Starting materials: C(=O)(Cl)Cl (phosgene), C(=O)(Cl)Cl (Phosgene), FC=1C=C2NC(C(NC2=CC1)=O)(C)C (6-Fluoro-1,2,3,4-tetrahydro-3,3-dimethylquinoxalin-2-one), C(C)(C)N(CC)C(C)C (diisopropylethylamine), C1CCOC1 (THF). Solvent: C1(=CC=CC=C1)C (toluene). Reaction conditions: time 45 minute. Yields the product FC=1C=C2N(C(C(NC2=CC1)=O)(C)C)C(=O)N1CCCC1 (6-Fluoro-1,2,3,4-tetrahydro-3,3-dimethyl-4-[(pyrrolidino)carbonyl]quinoxalin-2-one). RXN SMILES: [C:1](Cl)(Cl)=[O:2].[F:5][C:6]1[CH:7]=[C:8]2[C:13](=[CH:14][CH:15]=1)[NH:12][C:11](=[O:16])[C:10]([CH3:18])([CH3:17])[NH:9]2.[CH:19]([N:22]([CH:25]([CH3:27])C)CC)([CH3:21])C.C1COCC1>C1(C)C=CC=CC=1>[F:5][C:6]1[CH:7]=[C:8]2[C:13](=[CH:14][CH:15]=1)[NH:12][C:11](=[O:16])[C:10]([CH3:18])([CH3:17])[N:9]2[C:1]([N:22]1[CH2:19][CH2:21][CH2:27][CH2:25]1)=[O:2]. Procedure: Phosgene in toluene (1.2M, 12.9 ml) is added to a mixture of 6-fluoro-1,2,3,4-tetrahydro-3,3-dimethylquinoxalin-2-one (IV, EXAMPLE 8, 1.001 g) and diisopropylethylamine (0.94 ml), and THF (10 ml) at 0°. After 45 min the reaction is allowed to warm to 20°-25°. After stirring for 3 hr, the reaction is again cooled to 0° and additional phosgene (4.2 ml) is added. The ice bath is removed and the reaction is stirred for 100 min; after which the excess phosgene and solvents are removed via a water asp... The reactants are C(C)O (ethanol), [N+](=O)([O-])C1=CC=C(CN2C(=NC3=C2C=C(C=C3)C(=O)OCC)C)C=C1 (1-(4-nitrobenzyl)-6-ethoxycarbonyl-2-methylbenzimidazole), reduced iron. The solvent is C(C)(=O)O (acetic acid). Product: NC1=CC=C(CN2C(=NC3=C2C=C(C=C3)C(=O)OCC)C)C=C1 (1-(4-aminobenzyl)-6-ethoxycarbonyl-2-methylbenzimidazole). Yield: 100.9%. RXN SMILES: C(O)C.[N+:4]([C:7]1[CH:28]=[CH:27][C:10]([CH2:11][N:12]2[C:16]3[CH:17]=[C:18]([C:21]([O:23][CH2:24][CH3:25])=[O:22])[CH:19]=[CH:20][C:15]=3[N:14]=[C:13]2[CH3:26])=[CH:9][CH:8]=1)([O-])=O>C(O)(=O)C>[NH2:4][C:7]1[CH:8]=[CH:9][C:10]([CH2:11][N:12]2[C:16]3[CH:17]=[C:18]([C:21]([O:23][CH2:24][CH3:25])=[O:22])[CH:19]=[CH:20][C:15]=3[N:14]=[C:13]2[CH3:26])=[CH:27][CH:28]=1. Procedure details: Six milliliters of ethanol and 0.8 ml of acetic acid were added to 0.50 g of 1-(4-nitrobenzyl)-6-ethoxycarbonyl-2-methylbenzimidazole and 0.47 g of reduced iron, and the mixture was refluxed for 4.5 hours. The reaction mixture was extracted with water and with ethyl acetate. The organic layer was washed with water, dried, and then concentrated under reduced pressure to give 0.46 g of 1-(4-aminobenzyl)-6-ethoxycarbonyl-2-methylbenzimidazole (363). Reactants: C(C)(=O)O[BH-](OC(C)=O)OC(C)=O.[Na+] (sodium triacetoxyborohydride), C(C)OC=1C(=C(C#N)C(=CC1OCC)C=O)F (3,4-diethoxy-2-fluoro-6-formylbenzonitrile), C(C)(=O)OCC (ethyl acetate), C(C)(=O)O[BH-](OC(C)=O)OC(C)=O.[Na+] (sodium triacetoxyborohydride). Run in O (Water), O (Water). Conditions: temperature 40 celsius, time 8 hour. Product: C(C)OC=1C(=C(C#N)C(=CC1OCC)CO)F (3,4-Diethoxy-2-fluoro-6-hydroxymethylbenzonitrile). Reaction SMILES: [CH2:1]([O:3][C:4]1[C:5]([F:17])=[C:6]([C:9]([CH:15]=[O:16])=[CH:10][C:11]=1[O:12][CH2:13][CH3:14])[C:7]#[N:8])[CH3:2].C(OCC)(=O)C.C(O[BH-](OC(=O)C)OC(=O)C)(=O)C.[Na+]>O>[CH2:1]([O:3][C:4]1[C:5]([F:17])=[C:6]([C:9]([CH2:15][OH:16])=[CH:10][C:11]=1[O:12][CH2:13][CH3:14])[C:7]#[N:8])[CH3:2] |f:2.3|. Procedure details: To a reaction vessel, 3,4-diethoxy-2-fluoro-6-formylbenzonitrile (5.90 kg, 24.87 mol) and ethyl acetate (59.0 L) were added under a nitrogen atmosphere, followed by addition of sodium triacetoxyborohydride (NaB(OAc)3H) (11.70 kg) while stirring. After stirring for 30 min, the inside temperature was raised to 40° C., and the reaction solution was stirred for 2 hours. Then, the reaction solution was cooled. Water (2 L) was added thereto slowly and dropwise at the inside temperature of 15° C. to th... The reactants are BrC=1OC(=NN1)C=1C=C2C(=CN(C2=CC1)S(=O)(=O)C1=CC=C(C)C=C1)C1=NC(=CN=C1)C1CC1 (2-bromo-5-(3-(6-cyclopropylpyrazin-2-yl)-1-tosyl-1H-indol-5-yl)-1,3,4-oxadiazole), N1N=C(C=C1)B(O)O (1H-pyrazol-3-ylboronic acid), C([O-])([O-])=O.[K+].[K+] (potassium carbonate). The reagents and catalysts are C=1C=CC(=CC1)[P](C=2C=CC=CC2)(C=3C=CC=CC3)[Pd]([P](C=4C=CC=CC4)(C=5C=CC=CC5)C=6C=CC=CC6)([P](C=7C=CC=CC7)(C=8C=CC=CC8)C=9C=CC=CC9)[P](C=1C=CC=CC1)(C=1C=CC=CC1)C=1C=CC=CC1 (Pd(PPh3)4). Solvent: O1CCOCC1 (dioxane), O (H2O). Conditions: temperature 100 celsius, time 1.5 hour. Yields the product C1(CC1)C1=CN=CC(=N1)C1=CN(C2=CC=C(C=C12)C=1OC(=NN1)C1=CC=NN1)S(=O)(=O)C1=CC=C(C)C=C1 (2-(3-(6-cyclopropylpyrazin-2-yl)-1-tosyl-1H-indol-5-yl)-5-(1H-pyrazol-5-yl)-1,3,4-oxadiazole). Isolated yield 41.1%. As a reaction SMILES: Br[C:2]1[O:3][C:4]([C:7]2[CH:8]=[C:9]3[C:13](=[CH:14][CH:15]=2)[N:12]([S:16]([C:19]2[CH:25]=[CH:24][C:22]([CH3:23])=[CH:21][CH:20]=2)(=[O:18])=[O:17])[CH:11]=[C:10]3[C:26]2[CH:31]=[N:30][CH:29]=[C:28]([CH:32]3[CH2:34][CH2:33]3)[N:27]=2)=[N:5][N:6]=1.[NH:35]1[CH:39]=[CH:38][C:37](B(O)O)=[N:36]1.C(=O)([O-])[O-].[K+].[K+]>O1CCOCC1.O.C1C=CC([P]([Pd]([P](C2C=CC=CC=2)(C2C=CC=CC=2)C2C=CC=CC=2)([P](C2C=CC=CC=2)(C2C=CC=CC=2)C2C=CC=CC=2)[P](C2C=CC=CC=2)(C2C=CC=CC=2)C2C=CC=CC=2)(C2C=CC=CC=2)C2C=CC=CC=2)=CC=1>[CH:32]1([C:28]2[N:27]=[C:26]([C:10]3[C:9]4[C:13](=[CH:14][CH:15]=[C:7]([C:4]5[O:3][C:2]([C:37]6[NH:36][N:35]=[CH:39][CH:38]=6)=[N:6][N:5]=5)[CH:8]=4)[N:12]([S:16]([C:19]4[CH:25]=[CH:24][C:22]([CH3:23])=[CH:21][CH:20]=4)(=[O:18])=[O:17])[CH:11]=3)[CH:31]=[N:30][CH:29]=2)[CH2:34][CH2:33]1 |f:2.3.4,^1:59,61,80,99|. Procedure details: A brown mixture of 2-bromo-5-(3-(6-cyclopropylpyrazin-2-yl)-1-tosyl-1H-indol-5-yl)-1,3,4-oxadiazole (48.4 mg, 0.090 mmol), 1H-pyrazol-3-ylboronic acid (J&W Pharmlab, LLC, Levittown, Pa.; 30.3 mg, 0.271 mmol), Pd(PPh3)4 (20.85 mg, 0.018 mmol), and potassium carbonate (37.4 mg, 0.271 mmol) in a mixture of dioxane (1.0 mL) and H2O (0.250 mL) was stirred under argon at 100° C. for 1.5 h. The mixture was cooled to RT, concentrated onto silica gel, and purified chromatographically (silica gel, 0-100% ... Starting materials: C(CC)O (1-propanol), C1(=CC=C(C=C1)S(=O)(=O)O)C (p-toluene sulphonic acid), O (water). Yields the product OC1=CC=C(C=C1)S[C@@H](C(=O)OCCC)C (Propyl (R)-2-(4-hydroxyphenylthio)propanoate). The yield is 83.0%. As a reaction SMILES: [CH2:1]([OH:4])[CH2:2][CH3:3].[C:5]1(C)[CH:10]=[CH:9][C:8]([S:11](O)(=O)=O)=[CH:7][CH:6]=1.[OH2:16]>>[OH:16][C:5]1[CH:6]=[CH:7][C:8]([S:11][C@H:2]([CH3:3])[C:1]([O:4][CH2:1][CH2:2][CH3:3])=[O:4])=[CH:9][CH:10]=1. Procedure details: A solution of HPTPA (0.06 mole, 11 g) in an molar excess of 1-propanol (45 ml), containing a crystal of p-toluene sulphonic acid, was heated at reflux while allowing water to distil from the reaction mix. When no acid remained, as shown by IR-spectroscopy, the excess solvent was allowed to distil out and the cold residue taken into ether and washed with saturated NaHCO3 solution, dried (MgSO4) and the crude product isolated by evaporation. This was purified by distillation under reduced pressure... The reactants are O=C(O)c1ccc(C2CC2)c(OCC2CC2)n1, CC(C)C(C)(N)C(N)=O. The product is CC(C)C(C)(NC(=O)c1ccc(C2CC2)c(OCC2CC2)n1)C(N)=O. RXN SMILES: [CH:1]1([c:4]2[cH:5][cH:6][c:7]([C:15](=[O:16])[OH:17])[n:8][c:9]2[O:10][CH2:11][CH:12]2[CH2:13][CH2:14]2)[CH2:2][CH2:3]1.[NH2:18][C:19]([C:20](=[O:21])[NH2:22])([CH:23]([CH3:24])[CH3:25])[CH3:26]>>[CH:1]1([c:4]2[cH:5][cH:6][c:7]([C:15](=[O:17])[NH:18][C:19]([C:20](=[O:21])[NH2:22])([CH:23]([CH3:24])[CH3:25])[CH3:26])[n:8][c:9]2[O:10][CH2:11][CH:12]2[CH2:13][CH2:14]2)[CH2:2][CH2:3]1.